This data is from the Open Reaction Database (ORD), a public repository of structured organic reaction records. The task is: describe an organic reaction: reactants, conditions, products, and yield The reactants are IC1=CC=C(C=C1)CCO (2-(4-iodophenyl)ethanol), ClC1=CC=C(C=C1)O (4-chlorophenol), C([O-])([O-])=O.[Cs+].[Cs+] (cesium carbonate), CN(CC(=O)O)C (N,N-dimethylglycine), cuprous iodide. Solvent: O (water), O1CCOCC1 (dioxane), C(C)(=O)OCC (ethyl acetate). Run at temperature 90 celsius. The product is ClC1=CC=C(C=C1)OC1=CC=C(C=C1)CCO (2-(4-[(4-chlorophenyl)oxy]phenyl)ethanol). The yield is 59.4%. Reaction SMILES: I[C:2]1[CH:7]=[CH:6][C:5]([CH2:8][CH2:9][OH:10])=[CH:4][CH:3]=1.[Cl:11][C:12]1[CH:17]=[CH:16][C:15]([OH:18])=[CH:14][CH:13]=1.C(=O)([O-])[O-].[Cs+].[Cs+].CN(C)CC(O)=O>O1CCOCC1.C(OCC)(=O)C.O>[Cl:11][C:12]1[CH:17]=[CH:16][C:15]([O:18][C:2]2[CH:7]=[CH:6][C:5]([CH2:8][CH2:9][OH:10])=[CH:4][CH:3]=2)=[CH:14][CH:13]=1 |f:2.3.4|. Reported procedure: A mixture of 1.14 g (4.60 mmol) of 2-(4-iodophenyl)ethanol, 0.88 g (6.89 mmol) of 4-chlorophenol, 2.99 g (9.20 mmol) of cesium carbonate, 0.14 g (1.38 mmol) of N,N-dimethylglycine and 0.087 g (0.46 mmol) of cuprous iodide in 4 ml of dioxane is heated at 90° C. for 24 hours with thorough stirring under an argon atmosphere. It is cooled to ambient temperature and taken up in 150 ml of ethyl acetate and 50 ml of water. After the phases have settled and been separated, the organic phase is washed wi... Starting materials: [OH-].[Na+] (Sodium hydroxide), C(C1=CC=CC=C1)OC(=O)N[C@H](C(=O)N(CCC(=O)OC)CC(=O)NCC(C)(C1=CC=CC=C1)C)CC=1N=CNC1 (Methyl 3-([(2S)-2-[(benzyloxy)carbonyl]amino-3-(1H-4-imidazolyl)propanoyl]-2-[(2-methyl-2-phenylpropyl)amino]-2-oxoethylamino)propanoate), O (water), CO (methanol). The solvent is O1CCCC1 (tetrahydrofuran). Run at time 8 hour. Product: C(C1=CC=CC=C1)OC(=O)N[C@H](C(=O)N(CCC(=O)O)CC(=O)NCC(C)(C1=CC=CC=C1)C)CC=1N=CNC1 (3-([(2S)-2-[(Benzyloxy)carbonyl]amino-3-(1H-4-imidazolyl)propanoyl]-2-[(2-methyl-2-phenylpropyl)amino]-2-oxoethylamino)propanoic acid). The yield is 27.0%. As a reaction SMILES: [CH2:1]([O:8][C:9]([NH:11][C@@H:12]([CH2:36][C:37]1[N:38]=[CH:39][NH:40][CH:41]=1)[C:13]([N:15]([CH2:22][C:23]([NH:25][CH2:26][C:27]([CH3:35])([C:29]1[CH:34]=[CH:33][CH:32]=[CH:31][CH:30]=1)[CH3:28])=[O:24])[CH2:16][CH2:17][C:18]([O:20]C)=[O:19])=[O:14])=[O:10])[C:2]1[CH:7]=[CH:6][CH:5]=[CH:4][CH:3]=1.CO.O.[OH-].[Na+]>O1CCCC1>[CH2:1]([O:8][C:9]([NH:11][C@@H:12]([CH2:36][C:37]1[N:38]=[CH:39][NH:40][CH:41]=1)[C:13]([N:15]([CH2:22][C:23]([NH:25][CH2:26][C:27]([CH3:28])([C:29]1[CH:34]=[CH:33][CH:32]=[CH:31][CH:30]=1)[CH3:35])=[O:24])[CH2:16][CH2:17][C:18]([OH:20])=[O:19])=[O:14])=[O:10])[C:2]1[CH:3]=[CH:4][CH:5]=[CH:6][CH:7]=1 |f:3.4|. Reported procedure: The product from Example 4 (0.30 g, 0.53 mmol) was dissolved in tetrahydrofuran (10 mL), methanol (10 mL) and water (1 mL). Sodium hydroxide (42 mg, 1.05 mmol) was added and the reaction was stirred overnight at room temperature. The solution was concentrated in vacuo and the residue taken up in 0.1 M NaPO4 buffer (100 mL). The pH was brought to 6 by the addition of 1N HCl. The product was extracted three times with ethyl acetate. The ethyl acetate was washed twice with brine, dried over MgSO4, ... Starting materials: O=C(OCc1ccc(CBr)cc1COC(=O)c1ccccc1)c1ccccc1, C#CC=C(CC)c1cccc(O)c1, [H-], [Na+], CN(C)C=O. The product is C#CC=C(CC)c1cccc(OCc2ccc(COC(=O)c3ccccc3)c(COC(=O)c3ccccc3)c2)c1. RXN SMILES: [C:16]([c:17]1[cH:18][cH:19][cH:20][cH:21][cH:22]1)(=[O:23])[O:24][CH2:25][c:26]1[c:27]([CH2:34][O:35][C:36]([c:37]2[cH:38][cH:39][cH:40][cH:41][cH:42]2)=[O:43])[cH:28][cH:29][c:30]([CH2:32][Br:33])[cH:31]1.[CH2:1]([CH3:2])[C:3](=[CH:4][C:5]#[CH:6])[c:7]1[cH:8][c:9]([OH:13])[cH:10][cH:11][cH:12]1.[H-:14].[Na+:15].[O:44]=[CH:45][N:46]([CH3:47])[CH3:48]>>[CH2:1]([CH3:2])[C:3](=[CH:4][C:5]#[CH:6])[c:7]1[cH:8][c:9]([O:13][CH2:32][c:30]2[cH:29][cH:28][c:27]([CH2:34][O:35][C:36]([c:37]3[cH:38][cH:39][cH:40][cH:41][cH:42]3)=[O:43])[c:26]([CH2:25][O:24][C:16]([c:17]3[cH:18][cH:19][cH:20][cH:21][cH:22]3)=[O:23])[cH:31]2)[cH:10][cH:11][cH:12]1. Reactants: ClC1=C2C(=NC=C1)C=C(S2)C=2SC(=C(N2)C)C(=O)N2CCN(CC2)C ([2-(7-Chloro-thieno[3,2-b]pyridin-2-yl)-4-methyl-thiazol-5-yl]-(4-methyl-piperazin-1-yl)-methanone), OC=1C=C2C(=C(NC2=CC1)C)C#N (5-Hydroxy-2-methyl-1 H-indole-3-carbonitrile). Product: CC=1NC2=CC=C(C=C2C1C#N)OC1=C2C(=NC=C1)C=C(S2)C=2SC(=C(N2)C)C(=O)N2CCN(CC2)C (2-Methyl-5-{2-[4-methyl-5-(4-methyl-piperazine-1-carbonyl)-thiazol-2-yl]-thieno[3,2-b]pyridin-7-yloxy}-1H-indole-3-carbonitrile). Isolated yield 41.0%. As a reaction SMILES: Cl[C:2]1[CH:7]=[CH:6][N:5]=[C:4]2[CH:8]=[C:9]([C:11]3[S:12][C:13]([C:17]([N:19]4[CH2:24][CH2:23][N:22]([CH3:25])[CH2:21][CH2:20]4)=[O:18])=[C:14]([CH3:16])[N:15]=3)[S:10][C:3]=12.[OH:26][C:27]1[CH:28]=[C:29]2[C:33](=[CH:34][CH:35]=1)[NH:32][C:31]([CH3:36])=[C:30]2[C:37]#[N:38]>>[CH3:36][C:31]1[NH:32][C:33]2[C:29]([C:30]=1[C:37]#[N:38])=[CH:28][C:27]([O:26][C:2]1[CH:7]=[CH:6][N:5]=[C:4]3[CH:8]=[C:9]([C:11]4[S:12][C:13]([C:17]([N:19]5[CH2:24][CH2:23][N:22]([CH3:25])[CH2:21][CH2:20]5)=[O:18])=[C:14]([CH3:16])[N:15]=4)[S:10][C:3]=13)=[CH:35][CH:34]=2. Procedure: The title compound (61 mg, 41%) was prepared from [2-(7-Chloro-thieno[3,2-b]pyridin-2-yl)-4-methyl-thiazol-5-yl]-(4-methyl-piperazin-1-yl)-methanone and 5-Hydroxy-2-methyl-1 H-indole-3-carbonitrile by a procedure analogous to Example 16 using and in a 41% yield. C27H25N6O2S2: APCI m/z 529.4 (pos.); 1H NMR (CD3OD): δ 8.72 (d, 1H, J=6.6 Hz), 8.17 (s, 1H), 7.60 (d, 1H, J=8.7 Hz), 7.58 (s, 1H), 7.23 (d, 1H, J=8.7 Hz), 7.07 (d, 1H, J=6.6 Hz), 3.65–3.15 (bm, 8H), 2.96 (s, 3H), 2.63 (s, 3H), 2.52 (s, 3...